Dataset: the Open Reaction Database (ORD), a public repository of structured organic reaction records. Task: describe an organic reaction: reactants, conditions, products, and yield The reactants are C(C)(C)(C)N1N=C(C=2C(NC=CC21)=O)NCC2=CC=C(C=C2)OC (1-tert-butyl-3-((4-methoxybenzyl)amino)-1,5-dihydro-4H-pyrazolo[4,3-c]pyridin-4-one), C(C)[SiH](CC)CC (triethylsilane). Solvent: C(=O)(C(F)(F)F)O (TFA). Reaction conditions: time 8 hour. Yields the product NC1=NN(C2=C1C(NC=C2)=O)C(C)(C)C (3-amino-1-tert-butyl-1,5-dihydro-4H-pyrazolo[4,3-c]pyridin-4-one). Yield: 98.1%. RXN SMILES: [C:1]([N:5]1[C:13]2[CH:12]=[CH:11][NH:10][C:9](=[O:14])[C:8]=2[C:7]([NH:15]CC2C=CC(OC)=CC=2)=[N:6]1)([CH3:4])([CH3:3])[CH3:2].C([SiH](CC)CC)C>C(O)(C(F)(F)F)=O>[NH2:15][C:7]1[C:8]2[C:9](=[O:14])[NH:10][CH:11]=[CH:12][C:13]=2[N:5]([C:1]([CH3:4])([CH3:3])[CH3:2])[N:6]=1. Reported procedure: To a solution of 1-tert-butyl-3-((4-methoxybenzyl)amino)-1,5-dihydro-4H-pyrazolo[4,3-c]pyridin-4-one (250 mg) obtained in Example 249 in TFA (5 ml) was added triethylsilane (0.306 ml), and the mixture was stirred overnight at room temperature. The reaction mixture was concentrated under reduced pressure, and the obtained residue was purified by silica gel column chromatography (ethyl acetate/methanol) to give the title compound (155 mg). Run in C(Cl)(Cl)Cl (chloroform). Reaction conditions: temperature 60 celsius, time 2 hour. Isolated yield 99877.6%. The reactants are ice water, crude intermediate, ClC1=CC=C(C=C1)N1[N+](=C2C=C(C(=CC2=C1C#N)C1CC1)[N+](=O)[O-])[O-] (2-(4-chlorophenyl)-5-cyclopropyl-6-nitro-2H-indazole-3-carbonitrile 1-oxide), P(Cl)(Cl)Cl (phosphorus trichloride). Reported procedure: To a stirred solution of the crude intermediate 2-(4-chlorophenyl)-5-cyclopropyl-6-nitro-2H-indazole-3-carbonitrile 1-oxide (23 g, 0.06 mmol) in chloroform (230 mL) was added phosphorus trichloride (23 mL) and the reaction mixture was then heated at 60° C. After 2 h, the reaction was cooled to RT and ice-water added (ca. 200 mL). The organics were extracted into DCM (3×200 mL), dried (Na2SO4) and concentrated in vacuo to give (v) (20.3 g, 92%), which was used unpurified in subsequent steps. ESI-... Product: ClC1=CC=C(C=C1)N1N=C2C=C(C(=CC2=C1C#N)C1CC1)[N+](=O)[O-] (2-(4-Chlorophenyl)-5-cyclopropyl-6-nitro-2H-indazole-3-carbonitrile). RXN SMILES: [Cl:1][C:2]1[CH:7]=[CH:6][C:5]([N:8]2[C:16]([C:17]#[N:18])=[C:15]3[C:10]([CH:11]=[C:12]([N+:22]([O-:24])=[O:23])[C:13]([CH:19]4[CH2:21][CH2:20]4)=[CH:14]3)=[N+:9]2[O-])=[CH:4][CH:3]=1.P(Cl)(Cl)Cl>C(Cl)(Cl)Cl>[Cl:1][C:2]1[CH:7]=[CH:6][C:5]([N:8]2[C:16]([C:17]#[N:18])=[C:15]3[C:10]([CH:11]=[C:12]([N+:22]([O-:24])=[O:23])[C:13]([CH:19]4[CH2:21][CH2:20]4)=[CH:14]3)=[N:9]2)=[CH:4][CH:3]=1. Reactants: [H][H] (hydrogen), C(C)#N (acetonitrile), C(C1=CC=CC=C1)OC(=O)N(C(C(N)C1=CC=CC=C1)=O)C1C(N(C1)C(C(=O)O)C=1SC=CC1)=O (2-[3-(N-Benzyloxycarbonyl-2-phenylglycinamido)-2-oxo-1-azetidinyl]-2-(2-thienyl)acetic acid), C(C)(=O)OCC (ethyl acetate). Reagents/catalysts: [Pd] (palladium on carbon). Run in O (water), CO (methanol). Yields the product C1(=CC=CC=C1)C(N)C(=O)NC1C(N(C1)C(C(=O)O)C=1SC=CC1)=O (2-[3-(2-phenylglycinamido)-2-oxo-1-azetidinyl]-2-(2-thienyl)acetic acid). Isolated yield 14.5%. RXN SMILES: C(OC([N:11]([CH:22]1[CH2:25][N:24]([CH:26]([C:30]2[S:31][CH:32]=[CH:33][CH:34]=2)[C:27]([OH:29])=[O:28])[C:23]1=[O:35])[C:12](=[O:21])[CH:13]([C:15]1[CH:20]=[CH:19][CH:18]=[CH:17][CH:16]=1)[NH2:14])=O)C1C=CC=CC=1.[H][H].C(OCC)(=O)C.C(#N)C>CO.[Pd].O>[C:15]1([CH:13]([C:12]([NH:11][CH:22]2[CH2:25][N:24]([CH:26]([C:30]3[S:31][CH:32]=[CH:33][CH:34]=3)[C:27]([OH:29])=[O:28])[C:23]2=[O:35])=[O:21])[NH2:14])[CH:16]=[CH:17][CH:18]=[CH:19][CH:20]=1. Reported procedure: 2-[3-(N-Benzyloxycarbonyl-2-phenylglycinamido)-2-oxo-1-azetidinyl]-2-(2-thienyl)acetic acid (0.19 g.) was dissolved in methanol (10 ml.), and to the solution, there was added 10% palladium on carbon (0.15 g.) as a catalyst. The mixture was subjected to catalytic reduction in a stream of hydrogen gas at ordinary temperature and ordinary pressure. A calculated volume of hydrogen gas was absorbed into the mixture in the course of 6.5 hours. The catalyst was filtered off from the reaction mixture an... The reactants are [N+](=O)([O-])C1=C(C(C(=O)O)=CC(=C1)[N+](=O)[O-])O (3,5-dinitrosalicylic acid), C=1C=CC2=C(C1)N=NN2O (HOBt), CC(N=C=NC(C)C)C (DIC), amino polystyrene resin, polystyrene resin. Yields the product [N+](=O)([O-])C1=C(C=CC=C1)O (Nitrophenol). Reaction SMILES: [N+:1]([C:4]1[CH:12]=[C:11]([N+]([O-])=O)[CH:10]=[C:6](C(O)=O)[C:5]=1[OH:16])([O-:3])=[O:2].C1C=CC2N(O)N=NC=2C=1.CC(C)N=C=NC(C)C>>[N+:1]([C:4]1[CH:12]=[CH:11][CH:10]=[CH:6][C:5]=1[OH:16])([O-:3])=[O:2]. Procedure details: This material was prepared from 3,5-dinitrosalicylic acid (1c) (1 g, 4.4 mmol), HOBt (1 g, 7.4 mmol), DIC (1,3-diisopropylcarodiimide, 1 mL, 6.4 mmol), and an amino polystyrene resin (1 g, 1.2 mmol) using a procedure similar to polystyrene resin (PS-2a). The reactants are CCN(C(C)C)C(C)C, Cc1cccc2nc(SCc3ccc(C(=O)c4ccc(Cl)nc4)cc3)n(C)c(=O)c12, CN(C)C=O, Sc1ncccn1. Product: Cc1cccc2nc(SCc3ccc(C(=O)c4ccc(Sc5ncccn5)nc4)cc3)n(C)c(=O)c12. As a reaction SMILES: [CH:38]([N:39]([CH2:40][CH3:41])[CH:42]([CH3:43])[CH3:44])([CH3:45])[CH3:46].[Cl:1][c:2]1[n:3][cH:4][c:5]([C:6](=[O:7])[c:8]2[cH:9][cH:10][c:11]([CH2:12][S:13][c:14]3[n:15][c:16]4[cH:17][cH:18][cH:19][c:20]([CH3:26])[c:21]4[c:22](=[O:25])[n:23]3[CH3:24])[cH:27][cH:28]2)[cH:29][cH:30]1.[O:47]=[CH:48][N:49]([CH3:50])[CH3:51].[SH:31][c:32]1[n:33][cH:34][cH:35][cH:36][n:37]1>>[c:2]1([S:31][c:32]2[n:33][cH:34][cH:35][cH:36][n:37]2)[n:3][cH:4][c:5]([C:6](=[O:7])[c:8]2[cH:9][cH:10][c:11]([CH2:12][S:13][c:14]3[n:15][c:16]4[cH:17][cH:18][cH:19][c:20]([CH3:26])[c:21]4[c:22](=[O:25])[n:23]3[CH3:24])[cH:27][cH:28]2)[cH:29][cH:30]1. Reactants: C1(CCCCC1)CCN(N)C1=CC=C(C=C1)C (1-(2-cyclohexylethyl)-1-p-tolylhydrazine), C(C)OC(CCCNC)OCC (4,4-diethoxy-N-methylbutan-1-amine), CCO (EtOH). The solvent is O (water), Cl (HCl), Cl (HCl). Reaction conditions: temperature 90 celsius, time 6 hour. Yields the product C1(CCCCC1)CCN1C=C(C2=CC(=CC=C12)C)CCNC (2-(1-(2-cyclohexylethyl)-5-methyl-1H-indol-3-yl)-N-methylethanamine), product. RXN SMILES: [CH:1]1([CH2:7][CH2:8][N:9]([C:11]2[CH:16]=[CH:15][C:14]([CH3:17])=[CH:13][CH:12]=2)N)[CH2:6][CH2:5][CH2:4][CH2:3][CH2:2]1.CCO.C(O[CH:24](OCC)[CH2:25][CH2:26][CH2:27][NH:28][CH3:29])C>O.Cl>[CH:1]1([CH2:7][CH2:8][N:9]2[C:11]3[C:16](=[CH:15][C:14]([CH3:17])=[CH:13][CH:12]=3)[C:25]([CH2:26][CH2:27][NH:28][CH3:29])=[CH:24]2)[CH2:6][CH2:5][CH2:4][CH2:3][CH2:2]1. Reported procedure: The title compound was prepared by General Method 3. A solution of 1-(2-cyclohexylethyl)-1-p-tolylhydrazine (0.15 g) in water (1 mL) and conc. HCl (0.18 mL) was heated to 60° C. EtOH (1 mL) was added followed by 4,4-diethoxy-N-methylbutan-1-amine (0.12 g) and the temperature was raised to 90° C. Conc. HCl (0.1 mL) was added and the heating was continued for an additional 6 h after which the reaction mixture was cooled and stirred at 25° C. for 12 h. The reaction mixture was concentrated under re... As a reaction SMILES: [Br:2][CH2:3][C:4](=[O:5])[NH:6][c:7]1[c:8]([C:14]([c:15]2[c:16]([Cl:21])[cH:17][cH:18][cH:19][cH:20]2)=[O:22])[cH:9][c:10]([I:13])[cH:11][cH:12]1.[CH2:23]([Cl:24])[Cl:25].[NH3:1]>>[N:1]1=[C:14]([c:15]2[c:16]([Cl:21])[cH:17][cH:18][cH:19][cH:20]2)[c:8]2[c:7]([cH:12][cH:11][c:10]([I:13])[cH:9]2)[NH:6][C:4](=[O:5])[CH2:3]1. Starting materials: O=C(CBr)Nc1ccc(I)cc1C(=O)c1ccccc1Cl, ClCCl, N. Yields the product O=C1CN=C(c2ccccc2Cl)c2cc(I)ccc2N1.